Dataset: the Open Reaction Database (ORD), a public repository of structured organic reaction records. Task: describe an organic reaction: reactants, conditions, products, and yield Starting materials: CC(C)(C)[Si](C)(C)OCC(=C(COC(=O)OCCCCCBr)c1ccc(S(C)(=O)=O)cc1)c1ccccc1, CC#N, Cc1ccccc1. Product: CS(=O)(=O)c1ccc(C(COC(=O)OCCCCCBr)=C(CO)c2ccccc2)cc1. RXN SMILES: [C:1]([O:2][CH2:3][CH2:4][CH2:5][CH2:6][CH2:7][Br:8])([O:9][CH2:10][C:11](=[C:12]([CH2:13][O:14][Si:15]([C:16]([CH3:17])([CH3:18])[CH3:19])([CH3:20])[CH3:21])[c:22]1[cH:23][cH:24][cH:25][cH:26][cH:27]1)[c:28]1[cH:29][cH:30][c:31]([S:34](=[O:35])(=[O:36])[CH3:37])[cH:32][cH:33]1)=[O:38].[CH3:39][C:40]#[N:41].[CH3:42][c:43]1[cH:44][cH:45][cH:46][cH:47][cH:48]1>>[C:1]([O:2][CH2:3][CH2:4][CH2:5][CH2:6][CH2:7][Br:8])([O:9][CH2:10][C:11](=[C:12]([CH2:13][OH:14])[c:22]1[cH:23][cH:24][cH:25][cH:26][cH:27]1)[c:28]1[cH:29][cH:30][c:31]([S:34](=[O:35])(=[O:36])[CH3:37])[cH:32][cH:33]1)=[O:38]. The reactants are BrC1=NC=CC(=C1)C(C)=O (1-(2-bromo-pyridin-4-yl)-ethanone), CS(=O)(=O)C (methyl sulfone). Yields the product CS(=O)(=O)C1=NC=CC(=C1)C(C)=O (1-(2-methanesulfonyl-pyridin-4-yl)-ethanone). As a reaction SMILES: Br[C:2]1[CH:7]=[C:6]([C:8](=[O:10])[CH3:9])[CH:5]=[CH:4][N:3]=1.[CH3:11][S:12](C)(=[O:14])=[O:13]>>[CH3:11][S:12]([C:2]1[CH:7]=[C:6]([C:8](=[O:10])[CH3:9])[CH:5]=[CH:4][N:3]=1)(=[O:14])=[O:13]. Reported procedure: Alternatively, (1-(2-bromo-pyridin-4-yl)-ethanone) could be converted to the corresponding methyl sulfone via the above procedure to afford 1-(2-methanesulfonyl-pyridin-4-yl)-ethanone. 1-(2-Methanesulfonyl-pyridin-4-yl)-ethanone can be converted to the title compound by methods described in example 86. Reactants: Brc1cc(OCc2ccccc2)c2ccnn2c1, C1COCCO1, Cn1cc(B2OC(C)(C)C(C)(C)O2)cn1, CCOC(C)=O, [Na+], [Na+], O=C([O-])[O-], c1ccc(P(c2ccccc2)(c2ccccc2)[Pd](P(c2ccccc2)(c2ccccc2)c2ccccc2)(P(c2ccccc2)(c2ccccc2)c2ccccc2)P(c2ccccc2)(c2ccccc2)c2ccccc2)cc1. Product: Cn1cc(-c2cc(OCc3ccccc3)c3ccnn3c2)cn1. Reaction SMILES: [CH2:1]([c:2]1[cH:3][cH:4][cH:5][cH:6][cH:7]1)[O:8][c:9]1[c:10]2[n:11]([cH:12][c:13]([Br:15])[cH:14]1)[n:16][cH:17][cH:18]2.[CH2:40]1[O:41][CH2:42][CH2:43][O:44][CH2:45]1.[CH3:19][n:20]1[n:21][cH:22][c:23]([B:25]2[O:26][C:27]([CH3:28])([CH3:29])[C:30]([CH3:31])([CH3:32])[O:33]2)[cH:24]1.[CH3:46][CH2:47][O:48][C:49](=[O:50])[CH3:51].[Na+:34].[Na+:35].[O-:36][C:37](=[O:38])[O-:39].[cH:52]1[cH:53][cH:54][c:55]([P:56]([Pd:57]([P:58]([c:59]2[cH:60][cH:61][cH:62][cH:63][cH:64]2)([c:65]2[cH:66][cH:67][cH:68][cH:69][cH:70]2)[c:71]2[cH:72][cH:73][cH:74][cH:75][cH:76]2)([P:77]([c:78]2[cH:79][cH:80][cH:81][cH:82][cH:83]2)([c:84]2[cH:85][cH:86][cH:87][cH:88][cH:89]2)[c:90]2[cH:91][cH:92][cH:93][cH:94][cH:95]2)[P:96]([c:97]2[cH:98][cH:99][cH:100][cH:101][cH:102]2)([c:103]2[cH:104][cH:105][cH:106][cH:107][cH:108]2)[c:109]2[cH:110][cH:111][cH:112][cH:113][cH:114]2)([c:115]2[cH:116][cH:117][cH:118][cH:119][cH:120]2)[c:121]2[cH:122][cH:123][cH:124][cH:125][cH:126]2)[cH:127][cH:128]1>>[CH2:1]([c:2]1[cH:3][cH:4][cH:5][cH:6][cH:7]1)[O:8][c:9]1[c:10]2[n:11]([cH:12][c:13](-[c:23]3[cH:22][n:21][n:20]([CH3:19])[cH:24]3)[cH:14]1)[n:16][cH:17][cH:18]2. The reactants are NC1=NC=CC=C1OCC1=CC=CC=C1 (2-amino-3-benzyloxypyridine), Cl.FC1=CC=C(C=C1)CC(OCC)=N (ethyl 4-fluorophenylacetimidate hydrochloride). Solvent: C(C)O (ethanol). Product: C(C1=CC=CC=C1)OC=1C(=NC=CC1)NC(CC1=CC=C(C=C1)F)=N (N-(3-(Benzyloxy)-2-pyridyl)-4-fluorophenylacetamidine). Isolated yield 6.0%. Reaction SMILES: [NH2:1][C:2]1[C:7]([O:8][CH2:9][C:10]2[CH:15]=[CH:14][CH:13]=[CH:12][CH:11]=2)=[CH:6][CH:5]=[CH:4][N:3]=1.Cl.[F:17][C:18]1[CH:23]=[CH:22][C:21]([CH2:24][C:25](=[NH:29])OCC)=[CH:20][CH:19]=1>C(O)C>[CH2:9]([O:8][C:7]1[C:2]([NH:1][C:25](=[NH:29])[CH2:24][C:21]2[CH:22]=[CH:23][C:18]([F:17])=[CH:19][CH:20]=2)=[N:3][CH:4]=[CH:5][CH:6]=1)[C:10]1[CH:11]=[CH:12][CH:13]=[CH:14][CH:15]=1 |f:1.2|. Procedure details: A mixture of 2-amino-3-benzyloxypyridine (4.84 g, 24.2 mmol) and ethyl 4-fluorophenylacetimidate hydrochloride (5.8 g, 26.7 mmol) in ethanol (80 ml) was heated under reflux for 2 hours. Evaporation of the solvent gave an oil which was converted to the free base and purified by flash chromatography (chloroform/methanol) to obtain the product (0.49 g), m.p. 86°-93° C. The reactants are C#Cc1nc(C(F)(F)F)ccc1C=CC(=O)O, C1CCOC1, CN1CCOCC1, COc1nc(OC)nc([N+]2(C)CCOCC2)n1, [Cl-], Cl, C#Cc1cc(CN)cc(F)c1NS(C)(=O)=O, O. Yields the product C#Cc1cc(CNC(=O)C=Cc2ccc(C(F)(F)F)nc2C#C)cc(F)c1NS(C)(=O)=O. Reaction SMILES: [C:25](#[CH:26])[c:27]1[n:28][c:29]([C:38]([F:39])([F:40])[F:41])[cH:30][cH:31][c:32]1[CH:33]=[CH:34][C:35](=[O:36])[OH:37].[CH2:61]1[O:62][CH2:63][CH2:64][CH2:65]1.[CH3:18][N:19]1[CH2:20][CH2:21][O:22][CH2:23][CH2:24]1.[CH3:44][O:45][c:46]1[n:47][c:48]([O:49][CH3:50])[n:51][c:52]([N+:53]2([CH3:54])[CH2:55][CH2:56][O:57][CH2:58][CH2:59]2)[n:60]1.[Cl-:43].[ClH:17].[NH2:1][CH2:2][c:3]1[cH:4][c:5]([C:15]#[CH:16])[c:6]([NH:10][S:11](=[O:12])(=[O:13])[CH3:14])[c:7]([F:9])[cH:8]1.[OH2:42]>>[NH:1]([CH2:2][c:3]1[cH:4][c:5]([C:15]#[CH:16])[c:6]([NH:10][S:11](=[O:12])(=[O:13])[CH3:14])[c:7]([F:9])[cH:8]1)[C:35]([CH:34]=[CH:33][c:32]1[c:27]([C:25]#[CH:26])[n:28][c:29]([C:38]([F:39])([F:40])[F:41])[cH:30][cH:31]1)=[O:36]. Starting materials: CC(C)(C)OC(=O)N1CCCC1c1ncc(-c2ccc(Br)cc2)[nH]1, COC(=O)NC(C(=O)N1CCCC1c1ncc(-c2ccc3cc(B4OC(C)(C)C(C)(C)O4)ccc3c2)[nH]1)C(C)C, COCCOC, CCOC(C)=O, CO, [K+], [K+], [K+], O=P([O-])([O-])[O-]. The product is COC(=O)NC(C(=O)N1CCCC1c1ncc(-c2ccc3cc(-c4ccc(-c5cnc(C6CCCN6C(=O)OC(C)(C)C)[nH]5)cc4)ccc3c2)[nH]1)C(C)C. As a reaction SMILES: [C:1]([CH3:2])([CH3:3])([CH3:4])[O:5][C:6](=[O:7])[N:8]1[CH:9]([c:13]2[nH:14][c:15](-[c:18]3[cH:19][cH:20][c:21]([Br:24])[cH:22][cH:23]3)[cH:16][n:17]2)[CH2:10][CH2:11][CH2:12]1.[CH3:25][O:26][C:27]([NH:28][CH:29]([CH:30]([CH3:31])[CH3:32])[C:33](=[O:34])[N:35]1[CH:36]([c:40]2[nH:41][c:42](-[c:45]3[cH:46][c:47]4[cH:48][cH:49][c:50]([B:55]5[O:56][C:57]([CH3:58])([CH3:59])[C:60]([CH3:61])([CH3:62])[O:63]5)[cH:51][c:52]4[cH:53][cH:54]3)[cH:43][n:44]2)[CH2:37][CH2:38][CH2:39]1)=[O:64].[CH3:73][O:74][CH2:75][CH2:76][O:77][CH3:78].[CH3:79][CH2:80][O:81][C:82]([CH3:83])=[O:84].[CH3:85][OH:86].[K+:70].[K+:71].[K+:72].[P:65]([O-:66])([O-:67])([O-:68])=[O:69]>>[C:1]([CH3:2])([CH3:3])([CH3:4])[O:5][C:6](=[O:7])[N:8]1[CH:9]([c:13]2[nH:14][c:15](-[c:18]3[cH:19][cH:20][c:21](-[c:50]4[cH:49][cH:48][c:47]5[cH:46][c:45](-[c:42]6[nH:41][c:40]([CH:36]7[N:35]([C:33]([CH:29]([NH:28][C:27]([O:26][CH3:25])=[O:64])[CH:30]([CH3:31])[CH3:32])=[O:34])[CH2:39][CH2:38][CH2:37]7)[n:44][cH:43]6)[cH:54][cH:53][c:52]5[cH:51]4)[cH:22][cH:23]3)[cH:16][n:17]2)[CH2:10][CH2:11][CH2:12]1.